This data is from the Open Reaction Database (ORD), a public repository of structured organic reaction records. The task is: describe an organic reaction: reactants, conditions, products, and yield Starting materials: C(C)(C)OC(=O)N=NC(=O)OC(C)C (diisopropyl-azodicarboxylate), ice, COC(=O)[C@@H]1N(C[C@H](C1)O)C(=O)OC(C)(C)C ((2R,4S)-4-hydroxypyrrolidine-1,2-dicarboxylic acid 1-tert-butyl ester 2-methyl ester), COC=1C=C(C=CC1)O (3-methoxyphenol), C1(=CC=CC=C1)P(C1=CC=CC=C1)C1=CC=CC=C1 (triphenylphosphine). Run in C1CCOC1 (THF), C(C)(=O)OCC (ethyl acetate). Conditions: time 18 hour. Yields the product COC(=O)[C@@H]1N(C[C@@H](C1)OC1=CC(=CC=C1)OC)C(=O)OC(C)(C)C ((2R,4R)-4-(3-Methoxy-phenoxy)-pyrrolidine-1,2-dicarboxylic acid 1-tert-butyl ester 2-methyl ester). Yield: 34.6%. As a reaction SMILES: [CH3:1][O:2][C:3]([C@H:5]1[CH2:9][C@H:8]([OH:10])[CH2:7][N:6]1[C:11]([O:13][C:14]([CH3:17])([CH3:16])[CH3:15])=[O:12])=[O:4].[CH3:18][O:19][C:20]1[CH:21]=[C:22](O)[CH:23]=[CH:24][CH:25]=1.C1(P(C2C=CC=CC=2)C2C=CC=CC=2)C=CC=CC=1.C(OC(N=NC(OC(C)C)=O)=O)(C)C>C1COCC1.C(OCC)(=O)C>[CH3:1][O:2][C:3]([C@H:5]1[CH2:9][C@@H:8]([O:10][C:24]2[CH:23]=[CH:22][CH:21]=[C:20]([O:19][CH3:18])[CH:25]=2)[CH2:7][N:6]1[C:11]([O:13][C:14]([CH3:17])([CH3:16])[CH3:15])=[O:12])=[O:4]. Reported procedure: To an ice cold solution of (2R,4S)-4-hydroxypyrrolidine-1,2-dicarboxylic acid 1-tert-butyl ester 2-methyl ester (1.15 g, 4.69 mmol) and 3-methoxyphenol (0.56 mL, 5.158 mmol) in THF (10 mL) is added triphenylphosphine (1.84 g, 7.03 mmol) followed by the dropwise addition of diisopropyl-azodicarboxylate (1.40 mL, 7.03 mmol). Warm to room temperature and stir for 18 h. Dilute the reaction with ethyl acetate and wash with 1 N HCl, saturated aqueous sodium bicarbonate, saturated aqueous sodium chlori...